describe an organic reaction: reactants, conditions, products, and yield From a dataset of the Open Reaction Database (ORD), a public repository of structured organic reaction records. The reactants are CC(=O)O, O=N[O-], CCCCCn1c(N)cc(=O)[nH]c1=O, [Na+], O. As a reaction SMILES: [CH3:15][C:16](=[O:17])[OH:18].[N:19](=[O:20])[O-:21].[NH2:1][c:2]1[cH:3][c:4](=[O:14])[nH:5][c:6](=[O:13])[n:7]1[CH2:8][CH2:9][CH2:10][CH2:11][CH3:12].[Na+:22].[OH2:23]>>[NH2:1][c:2]1[c:3]([N:19]=[O:20])[c:4](=[O:14])[nH:5][c:6](=[O:13])[n:7]1[CH2:8][CH2:9][CH2:10][CH2:11][CH3:12]. The product is CCCCCn1c(N)c(N=O)c(=O)[nH]c1=O.